Dataset: the Open Reaction Database (ORD), a public repository of structured organic reaction records. Task: describe an organic reaction: reactants, conditions, products, and yield Starting materials: CC(C)OCC(O)CO[Si](C)(C)C(C)(C)C, C1CCOC1, Fc1cccc(CSc2nc(Cl)cc(Cl)n2)c1F, [H-], [Na+]. Product: CC(C)OCC(CO[Si](C)(C)C(C)(C)C)Oc1cc(Cl)nc(SCc2cccc(F)c2F)n1. Reaction SMILES: [C:19]([CH3:20])([CH3:21])([CH3:22])[Si:23]([O:24][CH2:25][CH:26]([CH2:27][O:28][CH:29]([CH3:30])[CH3:31])[OH:32])([CH3:33])[CH3:34].[CH2:37]1[O:38][CH2:39][CH2:40][CH2:41]1.[Cl:1][c:2]1[n:3][c:4]([S:9][CH2:10][c:11]2[c:12]([F:18])[c:13]([F:17])[cH:14][cH:15][cH:16]2)[n:5][c:6]([Cl:8])[cH:7]1.[H-:35].[Na+:36]>>[c:2]1([O:32][CH:26]([CH2:25][O:24][Si:23]([C:19]([CH3:20])([CH3:21])[CH3:22])([CH3:33])[CH3:34])[CH2:27][O:28][CH:29]([CH3:30])[CH3:31])[n:3][c:4]([S:9][CH2:10][c:11]2[c:12]([F:18])[c:13]([F:17])[cH:14][cH:15][cH:16]2)[n:5][c:6]([Cl:8])[cH:7]1. Starting materials: [H][H] (hydrogen), C(C)OC(CI)OCC (iodoacetaldehyde diethyl acetal), [H-].[Na+] (sodium hydride), N1C=CC=C1 (pyrrole). Run in O (water), CN(C=O)C (dimethylformamide), CN(C=O)C (dimethylformamide). Product: title compound, C(C)OC(CN1C=CC=C1)OCC (1-(2,2-diethoxyethyl)pyrrole). Yield: 95.0%. Reaction SMILES: [H-].[Na+].[NH:3]1[CH:7]=[CH:6][CH:5]=[CH:4]1.[H][H].[CH2:10]([O:12][CH:13]([O:16][CH2:17][CH3:18])[CH2:14]I)[CH3:11]>CN(C)C=O.O>[CH2:10]([O:12][CH:13]([O:16][CH2:17][CH3:18])[CH2:14][N:3]1[CH:7]=[CH:6][CH:5]=[CH:4]1)[CH3:11] |f:0.1|. Reported procedure: To a cold solution (-5° C. to 0° C.) of sodium hydride in anhydrous dimethylformamide (11.8 g, 245.9 mmol), pyrrole (15.0 g, 223.6 mmol) in dry dimethylformamide was slowly added while stirring vigorously. The reaction was completed, and the temperature raised to room temperature. After hydrogen is fully evolved, iodoacetaldehyde diethyl acetal was added (65.5 g, 268.1 mmol) to the reaction mixture. The reaction mixture was allowed to reflux for 5 hours or until there was no further advance of t... Reactants: CNC(=O)c1cc(Cl)ccn1, [H-], [K+], [K+], Nc1ccc(O)cc1, [Na+], O=C([O-])[O-], CN(C)C=O. Product: CNC(=O)c1cc(Oc2ccc(N)cc2)ccn1. RXN SMILES: [Cl:11][c:12]1[cH:13][c:14]([C:18](=[O:19])[NH:20][CH3:21])[n:15][cH:16][cH:17]1.[H-:10].[K+:22].[K+:23].[NH2:1][c:2]1[cH:3][cH:4][c:5]([OH:6])[cH:7][cH:8]1.[Na+:9].[O-:24][C:25]([O-:26])=[O:27].[O:28]=[CH:29][N:30]([CH3:31])[CH3:32]>>[NH2:1][c:2]1[cH:3][cH:4][c:5]([O:6][c:12]2[cH:13][c:14]([C:18](=[O:19])[NH:20][CH3:21])[n:15][cH:16][cH:17]2)[cH:7][cH:8]1. The reactants are C1CN2CCN1CC2, COC(=O)OC, CN(C)C=O, CC(C)Oc1ccc(-c2nc(-c3cccc4cc[nH]c34)no2)cc1Cl. Product: CC(C)Oc1ccc(-c2nc(-c3cccc4ccn(C)c34)no2)cc1Cl. RXN SMILES: [CH2:26]1[N:27]2[CH2:28][CH2:29][N:30]([CH2:31][CH2:32]2)[CH2:33]1.[CH3:34][O:35][C:36]([O:37][CH3:38])=[O:39].[CH3:40][N:41]([CH3:42])[CH:43]=[O:44].[Cl:1][c:2]1[cH:3][c:4](-[c:12]2[n:13][c:14](-[c:17]3[cH:18][cH:19][cH:20][c:21]4[cH:22][cH:23][nH:24][c:25]34)[n:15][o:16]2)[cH:5][cH:6][c:7]1[O:8][CH:9]([CH3:10])[CH3:11]>>[Cl:1][c:2]1[cH:3][c:4](-[c:12]2[n:13][c:14](-[c:17]3[cH:18][cH:19][cH:20][c:21]4[cH:22][cH:23][n:24]([CH3:26])[c:25]34)[n:15][o:16]2)[cH:5][cH:6][c:7]1[O:8][CH:9]([CH3:10])[CH3:11]. Reactants: COC(COC1=C(C=C(C=C1)O)C)=O ((4-hydroxy-2-methyl-phenoxy)-acetic acid methyl ester), 60, CN(CC#CC1=CC=C(C=C1)/C(=C/CO)/C1=CC=CC=C1)C ((E)-3-[4-(3-dimethylamino-prop-1-ynyl)-phenyl]-3-phenylprop-2-en-1-ol), C(CCC)P(CCCC)CCCC (tributylphosphine), N(=NC(=O)N1CCCCC1)C(=O)N1CCCCC1 (1,1′-(azodicarbonyl)dipiperidine). The solvent is O1CCCC1 (tetrahydrofuran). Reaction conditions: temperature 0 celsius, time 1.5 hour. Yields the product COC(COC1=C(C=C(C=C1)OC\C=C(/C1=CC=CC=C1)\C1=CC=C(C=C1)C#CCN(C)C)C)=O ((4-{(E)-3-[4-(3-dimethylamino-prop-1-ynyl)-phenyl]-3-phenyl-allyloxy}-2-methylphenoxy)-acetic acid methyl ester). Reaction SMILES: [CH3:1][N:2]([CH3:22])[CH2:3][C:4]#[C:5][C:6]1[CH:11]=[CH:10][C:9](/[C:12](/[C:16]2[CH:21]=[CH:20][CH:19]=[CH:18][CH:17]=2)=[CH:13]/[CH2:14][OH:15])=[CH:8][CH:7]=1.C(P(CCCC)CCCC)CCC.N(C(N1CCCCC1)=O)=NC(N1CCCCC1)=O.[CH3:54][O:55][C:56](=[O:67])[CH2:57][O:58][C:59]1[CH:64]=[CH:63][C:62](O)=[CH:61][C:60]=1[CH3:66]>O1CCCC1>[CH3:54][O:55][C:56](=[O:67])[CH2:57][O:58][C:59]1[CH:64]=[CH:63][C:62]([O:15][CH2:14]/[CH:13]=[C:12](/[C:9]2[CH:10]=[CH:11][C:6]([C:5]#[C:4][CH2:3][N:2]([CH3:1])[CH3:22])=[CH:7][CH:8]=2)\[C:16]2[CH:17]=[CH:18][CH:19]=[CH:20][CH:21]=2)=[CH:61][C:60]=1[CH3:66]. Reported procedure: To a solution of the above alcohol (407 mg, 1.397 mmol) in dry tetrahydrofuran (40 mL) was added tributylphosphine (0.50 ml, 2.79 mmol). To the mixture was cooled to 0° C. and added 1,1′-(azodicarbonyl)dipiperidine (703 mg, 2.79 mmol) and after 10 min. (4-hydroxy-2-methyl-phenoxy)-acetic acid methyl ester (301 mg, 1.536 mmol) was added. After stirring for 1.5 hr at 0° C. the mixture was allowed to warm up to ambient temperature and stirred overnight. The reaction mixture was added silica gel Flu... Starting materials: [H-].[Al+3].[Li+].[H-].[H-].[H-] (lithium aluminium hydride), S(O)(O)(=O)=O (sulfuric acid), COC=1C=CC2=C(C1)C1C(N(CCC1)C(CC)=O)CO2 (9-methoxy-4-propionyl-1,2,3,4a,5,10b-hexahydro-4H-[1]-benzopyrano[3,4-b]pyridine). Run in O1CCCC1 (tetrahydrofuran). Product: COC=1C=CC2=C(C1)C1C(N(CCC1)CCC)CO2 (9-methoxy-4-propyl-1,2,3,4a,5,10b-hexahydro-4H-[1]-benzopyrano[3,4-b]pyridine). As a reaction SMILES: [H-].[Al+3].[Li+].[H-].[H-].[H-].S(=O)(=O)(O)O.[CH3:12][O:13][C:14]1[CH:15]=[CH:16][C:17]2[O:31][CH2:30][CH:21]3[N:22]([C:26](=O)[CH2:27][CH3:28])[CH2:23][CH2:24][CH2:25][CH:20]3[C:18]=2[CH:19]=1>O1CCCC1>[CH3:12][O:13][C:14]1[CH:15]=[CH:16][C:17]2[O:31][CH2:30][CH:21]3[N:22]([CH2:26][CH2:27][CH3:28])[CH2:23][CH2:24][CH2:25][CH:20]3[C:18]=2[CH:19]=1 |f:0.1.2.3.4.5|. Reported procedure: To a suspension of 3.8 g of lithium aluminium hydride in 100 ml of tetrahydrofuran, 3.6 g of concentrated sulfuric acid is added dropwise at -5° to -10°, then 5.0 g of 9-methoxy-4-propionyl-1,2,3,4a,5,10b-hexahydro-4H-[1]-benzopyrano[3,4-b]pyridine is added slowly with stirring. The reaction mixture is allowed to warm to room temperature, stirred for 18 hours and finally heated under reflux for 1 hour. After cooling the reaction mixture is quenched with ethyl acetate, then treated with a small v... The reactants are O=C1CCC(=O)N1Br, ClCCl, CCOC(=O)c1ccc(C#Cc2ccc(CO)c(C)c2)cc1, c1ccc(P(c2ccccc2)c2ccccc2)cc1. The product is CCOC(=O)c1ccc(C#Cc2ccc(CBr)c(C)c2)cc1. RXN SMILES: [Br:42][N:43]1[C:44](=[O:45])[CH2:46][CH2:47][C:48]1=[O:49].[Cl:50][CH2:51][Cl:52].[OH:1][CH2:2][c:3]1[c:4]([CH3:22])[cH:5][c:6]([C:9]#[C:10][c:11]2[cH:12][cH:13][c:14]([C:15](=[O:16])[O:17][CH2:18][CH3:19])[cH:20][cH:21]2)[cH:7][cH:8]1.[c:23]1([P:24]([c:25]2[cH:26][cH:27][cH:28][cH:29][cH:30]2)[c:31]2[cH:32][cH:33][cH:34][cH:35][cH:36]2)[cH:37][cH:38][cH:39][cH:40][cH:41]1>>[CH2:2]([c:3]1[c:4]([CH3:22])[cH:5][c:6]([C:9]#[C:10][c:11]2[cH:12][cH:13][c:14]([C:15](=[O:16])[O:17][CH2:18][CH3:19])[cH:20][cH:21]2)[cH:7][cH:8]1)[Br:42]. Starting materials: ClC1=CC=C(C=C1)N1CC2CCC(C1)N2CCCCNC(C(F)(F)F)=O (N-{4-[3-(4-Chloro-phenyl)-3,8-diaza-bicyclo[3.2.1]oct-8-yl]-butyl}-2,2,2-trifluoro-acetamide). Run in C(C)O (ethanol), [OH-].[K+] (potassium hydroxide). Run at time 3 hour. Yields the product ClC1=CC=C(C=C1)N1CC2CCC(C1)N2CCCCN (4-[3-(4-Chloro-phenyl)-3,8-diaza-bicyclo[3.2.1]oct-8-yl]-butylamin). Isolated yield 94.9%. RXN SMILES: [Cl:1][C:2]1[CH:7]=[CH:6][C:5]([N:8]2[CH2:14][CH:13]3[N:15]([CH2:16][CH2:17][CH2:18][CH2:19][NH:20]C(=O)C(F)(F)F)[CH:10]([CH2:11][CH2:12]3)[CH2:9]2)=[CH:4][CH:3]=1>C(O)C.[OH-].[K+]>[Cl:1][C:2]1[CH:7]=[CH:6][C:5]([N:8]2[CH2:14][CH:13]3[N:15]([CH2:16][CH2:17][CH2:18][CH2:19][NH2:20])[CH:10]([CH2:11][CH2:12]3)[CH2:9]2)=[CH:4][CH:3]=1 |f:2.3|. Procedure: N-{4-[3-(4-Chloro-phenyl)-3,8-diaza-bicyclo[3.2.1]oct-8-yl]-butyl}-2,2,2-trifluoro-acetamide (0.88 g, 2.26 mmol) was dissolved in ethanol (18 mL) and 20% potassium hydroxide (3.26 mL). The clear solution was stirred for 3 hours, concentrated to dryness, diluted with methylene chloride (500 mL), added sodium sulfate and stirred for 3 hours. The mixture was filtered through Celite and concentrated to yield 4-[3-(4-Chloro-phenyl)-3,8-diaza-bicyclo[3.2.1]oct-8-yl]-butylamin (0.63 g, 94.9%) as a gold... Starting materials: Br[Mg]c1ccccc1, C1CCOC1, CNCC(CC1CCCCC1)NC(=O)c1cccc(C(=O)CCCCOC)c1, O=C(O)C(F)(F)F. Yields the product CNCC(CC1CCCCC1)NC(=O)c1cccc(C(O)(CCCCOC)c2ccccc2)c1, O=C(O)C(F)(F)F. RXN SMILES: [Br:36][Mg:37][c:38]1[cH:39][cH:40][cH:41][cH:42][cH:43]1.[CH2:44]1[O:45][CH2:46][CH2:47][CH2:48]1.[CH:8]1([CH2:14][CH:15]([CH2:16][NH:17][CH3:18])[NH:19][C:20]([c:21]2[cH:22][c:23]([C:27]([CH2:28][CH2:29][CH2:30][CH2:31][O:32][CH3:33])=[O:34])[cH:24][cH:25][cH:26]2)=[O:35])[CH2:9][CH2:10][CH2:11][CH2:12][CH2:13]1.[F:1][C:2]([C:3](=[O:4])[OH:5])([F:6])[F:7]>>[CH:8]1([CH2:14][CH:15]([CH2:16][NH:17][CH3:18])[NH:19][C:20]([c:21]2[cH:22][c:23]([C:27]([CH2:28][CH2:29][CH2:30][CH2:31][O:32][CH3:33])([OH:34])[c:38]3[cH:39][cH:40][cH:41][cH:42][cH:43]3)[cH:24][cH:25][cH:26]2)=[O:35])[CH2:9][CH2:10][CH2:11][CH2:12][CH2:13]1.[F:1][C:2]([C:3](=[O:4])[OH:5])([F:6])[F:7].